Dataset: the Open Reaction Database (ORD), a public repository of structured organic reaction records. Task: describe an organic reaction: reactants, conditions, products, and yield Run at time 30 minute. The reactants are C(C)(=O)O[BH-](OC(C)=O)OC(C)=O.[Na+] (sodium triacetoxyborohydride), C(C)=O (acetaldehyde), NC1=C(C(=CC(=C1)F)N)NCCCO (3-[(2,6-diamino-4-fluorophenyl)amino]propan-1-ol), Cl.ClC1=C(C=CC(=C1)Cl)C(C(OC)=N)O (methyl 2-(2,4-dichlorophenyl)-2-hydroxyethanimidoate hydrochloride). Procedure: A solution of 3-[(2,6-diamino-4-fluorophenyl)amino]propan-1-ol (498 mg, 2.50 mmol) and methyl 2-(2,4-dichlorophenyl)-2-hydroxyethanimidoate hydrochloride (812 mg, 3.00 mmol) in ethanol (5 mL) was stirred for 12 h at room temperature. The reaction mixture was diluted with aqueous sodium hydrogen carbonate, extracted with ethyl acetate, washed with brine, dried over sodium sulfate, filtrated, and concentrated in vacuo. The residue was dissolved in acetic acid (1.2 mL) and methanol (25 mL), and ace... Solvent: CO (methanol), C(C)O (ethanol), C(O)([O-])=O.[Na+] (sodium hydrogen carbonate). Yields the product ClC1=C(C=CC(=C1)Cl)C(C1=NC2=C(N1CCCO)C(=CC(=C2)F)N(CC)CC)O (3-{2-[(2,4-Dichlorophenyl)(hydroxy)methyl]-7-(diethylamino)-5-fluoro-1H-benzimidazol-1-yl}propan-1-ol). The yield is 17.4%. As a reaction SMILES: [NH2:1][C:2]1[CH:7]=[C:6]([F:8])[CH:5]=[C:4]([NH2:9])[C:3]=1[NH:10][CH2:11][CH2:12][CH2:13][OH:14].Cl.[Cl:16][C:17]1[CH:22]=[C:21]([Cl:23])[CH:20]=[CH:19][C:18]=1[CH:24]([OH:29])[C:25](=N)OC.[CH:30](=O)[CH3:31].[C:33](O[BH-](OC(=O)C)OC(=O)C)(=O)[CH3:34].[Na+]>C(O)C.C(=O)([O-])O.[Na+].CO>[Cl:16][C:17]1[CH:22]=[C:21]([Cl:23])[CH:20]=[CH:19][C:18]=1[CH:24]([OH:29])[C:25]1[N:10]([CH2:11][CH2:12][CH2:13][OH:14])[C:3]2[C:2]([N:1]([CH2:30][CH3:31])[CH2:33][CH3:34])=[CH:7][C:6]([F:8])=[CH:5][C:4]=2[N:9]=1 |f:1.2,4.5,7.8|. Starting materials: CO, C[O-], CC(=O)O, COc1cc2nc(S(=O)(=O)Nc3c(Cl)cccc3Cl)nn2c(Cl)n1, [Na+]. The product is COc1cc2nc(S(=O)(=O)Nc3c(Cl)cccc3Cl)nn2c(OC)n1. RXN SMILES: [CH3:25][OH:26].[CH3:27][O-:28].[CH3:30][C:31](=[O:32])[OH:33].[Cl:1][c:2]1[c:3]([NH:9][S:10](=[O:11])(=[O:12])[c:13]2[n:14][n:15]3[c:16]([Cl:24])[n:17][c:18]([O:22][CH3:23])[cH:19][c:20]3[n:21]2)[c:4]([Cl:8])[cH:5][cH:6][cH:7]1.[Na+:29]>>[Cl:1][c:2]1[c:3]([NH:9][S:10](=[O:11])(=[O:12])[c:13]2[n:14][n:15]3[c:16]([O:26][CH3:25])[n:17][c:18]([O:22][CH3:23])[cH:19][c:20]3[n:21]2)[c:4]([Cl:8])[cH:5][cH:6][cH:7]1. Starting materials: C([O-])(O)=O.[Na+] (sodium bicarbonate), amine hydrochloride salt, BrC=1C=C(C=NC1)OC[C@H]1N(CCC1)C (5-bromo-3-(1-methyl-2-(S)-pyrrolidinylmethoxy)pyridine), CC(C=CC=C)(C)C (5,5-dimethyl-1,3-hexadiene), C1(=C(C=CC=C1)P(C1=C(C=CC=C1)C)C1=C(C=CC=C1)C)C (tri-o-tolylphosphine). Reagents/catalysts: C(C)(=O)[O-].[Pd+2].C(C)(=O)[O-] (palladium acetate). Run in C(C)#N (acetonitrile), C(C)N(CC)CC (triethylamine). Conditions: temperature 100 celsius. Yields the product CC(C=CC=CC=1C=C(C=NC1)OC[C@H]1N(CCC1)C)(C)C (5-(5,5-Dimethyl-1,3-hexadienyl)-3-(1-methyl-2-(S)-pyrrolidinylmethoxy)pyridine). Isolated yield 75.0%. As a reaction SMILES: Br[C:2]1[CH:3]=[C:4]([O:8][CH2:9][C@@H:10]2[CH2:14][CH2:13][CH2:12][N:11]2[CH3:15])[CH:5]=[N:6][CH:7]=1.[CH3:16][C:17]([CH3:23])([CH3:22])[CH:18]=[CH:19][CH:20]=[CH2:21].C1(C)C=CC=CC=1P(C1C=CC=CC=1C)C1C=CC=CC=1C.C(=O)(O)[O-].[Na+]>C(#N)C.C(N(CC)CC)C.C([O-])(=O)C.[Pd+2].C([O-])(=O)C>[CH3:16][C:17]([CH3:23])([CH3:22])[CH:18]=[CH:19][CH:20]=[CH:21][C:2]1[CH:3]=[C:4]([O:8][CH2:9][C@@H:10]2[CH2:14][CH2:13][CH2:12][N:11]2[CH3:15])[CH:5]=[N:6][CH:7]=1 |f:3.4,7.8.9|. Procedure details: To a solution of 5-bromo-3-(1-methyl-2-(S)-pyrrolidinylmethoxy)pyridine (272 mg, 3.0 mmol) in acetonitrile (3.0 mL) and triethylamine (2.5 mL) was added 5,5-dimethyl-1,3-hexadiene (0.50 mL), palladium acetate (23.0 mg, 0.1 mmol) and tri-o-tolylphosphine (122 mg, 0.1 mmol). After being heated in a sealed tube at 100° C. overnight, the resulting mixture was cooled to room temperature. Minimum amount of saturated sodium bicarbonate was added to free the amine hydrochloride salt, and the mixture was... Reactants: O=CN1c2ccccc2N(Cc2ccccc2)CC1CN1CCCC1, CO, Cl. The product is O=CN1c2ccccc2NCC1CN1CCCC1. RXN SMILES: [CH2:2]([c:3]1[cH:4][cH:5][cH:6][cH:7][cH:8]1)[N:9]1[CH2:10][CH:11]([CH2:21][N:22]2[CH2:23][CH2:24][CH2:25][CH2:26]2)[N:12]([CH:19]=[O:20])[c:13]2[cH:14][cH:15][cH:16][cH:17][c:18]21.[CH3:27][OH:28].[ClH:1]>>[NH:9]1[CH2:10][CH:11]([CH2:21][N:22]2[CH2:23][CH2:24][CH2:25][CH2:26]2)[N:12]([CH:19]=[O:20])[c:13]2[cH:14][cH:15][cH:16][cH:17][c:18]21. Reactants: N(CC(=O)O)C(=O)OC(C)(C)C (BOC-Gly-OH), NCC(=O)OCC1=CC=CC=C1 (H-Gly-O-Bzl), C1CCC(CC1)N=C=NC2CCCCC2 (DCC). Run in ClCCl (dichloromethane). The product is N(CC(=O)NCC(=O)OCC1=CC=CC=C1)C(=O)OC(C)(C)C (BOC-Gly-Gly-O-Bzl). As a reaction SMILES: [NH:1]([C:6]([O:8][C:9]([CH3:12])([CH3:11])[CH3:10])=[O:7])[CH2:2][C:3]([OH:5])=O.[NH2:13][CH2:14][C:15]([O:17][CH2:18][C:19]1[CH:24]=[CH:23][CH:22]=[CH:21][CH:20]=1)=[O:16].C1CCC(N=C=NC2CCCCC2)CC1>ClCCl>[NH:1]([C:6]([O:8][C:9]([CH3:12])([CH3:11])[CH3:10])=[O:7])[CH2:2][C:3]([NH:13][CH2:14][C:15]([O:17][CH2:18][C:19]1[CH:24]=[CH:23][CH:22]=[CH:21][CH:20]=1)=[O:16])=[O:5]. Reported procedure: A 10-20% excess of BOC-Gly-OH is coupled to the H-Gly-O-Bzl with DCC in dichloromethane for one hour. The solution is filtered and the solvent is removed on a rotary evaporator. The residue is taken up in ethyl acetate and washed successively with 1M KHSO4, water, saturated NaHCO3 solution, and water. The ethyl acetate solution is dried over MgSO4, filtered, and the solvent is removed on a rotary evaporator to form BOC-Gly-Gly-O-Bzl as a semisolid oil. Reactants: OC=1C=C(C(C(=O)OC)=CC1)C(=O)OC (dimethyl 4-hydroxyphthalate), C(=O)(OC(C)(C)C)N1[C@H](CO)CCC1 (N-Boc-prolinol), C1=CC=C(C=C1)P(C2=CC=CC=C2)C3=CC=CC=C3 (Ph3P), CC(C)OC(=O)/N=N/C(=O)OC(C)C (DIAD). The solvent is C1CCOC1 (THF). The product is C(C)(C)(C)OC(=O)N1[C@@H](CCC1)COC=1C=C(C(C(=O)OC)=CC1)C(=O)OC (dimethyl (S)-4-[1-(tert-butoxycarbonyl)-2-pyrrolidinyl methoxy]phthalate). The yield is 102.5%. As a reaction SMILES: [OH:1][C:2]1[CH:3]=[C:4]([C:12]([O:14][CH3:15])=[O:13])[C:5](=[CH:10][CH:11]=1)[C:6]([O:8][CH3:9])=[O:7].[C:16]([N:23]1[CH2:29][CH2:28][CH2:27][C@H:24]1[CH2:25]O)([O:18][C:19]([CH3:22])([CH3:21])[CH3:20])=[O:17].C1C=CC(P(C2C=CC=CC=2)C2C=CC=CC=2)=CC=1.CC(OC(/N=N/C(OC(C)C)=O)=O)C>C1COCC1>[C:19]([O:18][C:16]([N:23]1[CH2:29][CH2:28][CH2:27][C@H:24]1[CH2:25][O:1][C:2]1[CH:3]=[C:4]([C:12]([O:14][CH3:15])=[O:13])[C:5](=[CH:10][CH:11]=1)[C:6]([O:8][CH3:9])=[O:7])=[O:17])([CH3:22])([CH3:20])[CH3:21]. Procedure details: To a stirred solution of dimethyl 4-hydroxyphthalate (3.00 g, 14.27 mmol), N-Boc-prolinol (2.87 g, 14.26 mmol), Ph3P (4.49 g, 17.12 mmol) in THF (50 mL) was added DIAD (3.40 mL, 17.27 mmol) at 0° C. Then the resulting mixture was heated under reflux overnight. The resulting mixture was evaporated and the residue was purified by column chromatography on silica-gel with n-hexane-EtOAc (3:1, v/v) as eluent to give 5.75 g (q.y.) dimethyl (S)-4-[1-(tert-butoxycarbonyl)-2-pyrrolidinyl methoxy]phthalat... The reactants are C(C)N(C(C)C)C(C)C (N-ethyl-N-isopropylpropan-2-amine), FC1=CC=C(C=C1)C1=C(C=NO1)C(=O)O (5-(4-fluorophenyl)isoxazole-4-carboxylic acid), CC1CC(CN1)(O)C1=CC=CC=C1 (5-methyl-3-phenylpyrrolidin-3-ol), CN(C)C(=[N+](C)C)ON1C2=C(C=CC=C2)N=N1.[B-](F)(F)(F)F (TBTU). Solvent: CN(C)C=O (DMF). Run at time 2 hour. Product: FC1=CC=C(C=C1)C1=C(C=NO1)C(=O)N1CC(CC1C)(O)C1=CC=CC=C1 (1-{[5-(4-fluorophenyl)isoxazol-4-yl]carbonyl}-5-methyl-3-phenylpyrrolidin-3-ol). Isolated yield 75.1%. RXN SMILES: C(N(C(C)C)C(C)C)C.[F:10][C:11]1[CH:16]=[CH:15][C:14]([C:17]2[O:21][N:20]=[CH:19][C:18]=2[C:22]([OH:24])=O)=[CH:13][CH:12]=1.[CH3:25][CH:26]1[NH:30][CH2:29][C:28]([C:32]2[CH:37]=[CH:36][CH:35]=[CH:34][CH:33]=2)([OH:31])[CH2:27]1.CN(C(ON1N=NC2C=CC=CC1=2)=[N+](C)C)C.[B-](F)(F)(F)F>CN(C=O)C>[F:10][C:11]1[CH:12]=[CH:13][C:14]([C:17]2[O:21][N:20]=[CH:19][C:18]=2[C:22]([N:30]2[CH:26]([CH3:25])[CH2:27][C:28]([C:32]3[CH:37]=[CH:36][CH:35]=[CH:34][CH:33]=3)([OH:31])[CH2:29]2)=[O:24])=[CH:15][CH:16]=1 |f:3.4|. Reported procedure: N-ethyl-N-isopropylpropan-2-amine (14 μL, 0.04 mmol) was added to a solution of 5-(4-fluorophenyl)isoxazole-4-carboxylic acid (8 mg, 0.04 mmol), 5-methyl-3-phenylpyrrolidin-3-ol (7 mg, 0.04 mmol) and TBTU (15 mg, 0.048 mmol, 1.2 equ.) in DMF (0.3 mL) at rt. The reaction mixture was left at rt for 2 h. The crude product was purified by RP-HPLC. After evaporation of the solvents the product was dried in vacuum to yield the title compound (11 mg). MS (ESI, pos. ion) m/z: calcd for C21H19FN2O3: 366....